Dataset: the Open Reaction Database (ORD), a public repository of structured organic reaction records. Task: describe an organic reaction: reactants, conditions, products, and yield Starting materials: O1[C-]=NC(C1)=O (2-oxazolidone), ClC1=C(C(=CC=C1)CCl)SCC1=CC=CC=C1 (1-Chloro-3-(chloromethyl)-2-[(phenylmethyl)thio]benzene), O (water), [H-].[Na+] (sodium hydride). Run in CN(C=O)C (N,N-dimethylformamide), CCCCCC.C(C)(=O)OCC (hexane ethyl acetate), CN(C=O)C (N,N-dimethylformamide), CN(C=O)C (N,N-dimethylformamide). Run at temperature 80 celsius, time 30 minute. Product: ClC=1C(=C(C=CC1)CN1C(OCC1)=O)SCC1=CC=CC=C1 (3-[[3-Chloro-2-[(phenylmethyl)thio]phenyl]methyl]-2-oxazolidinone). RXN SMILES: [H-].[Na+].[O:3]1[CH2:7][C:6](=O)[N:5]=[C-:4]1.[Cl:9][C:10]1[CH:15]=[CH:14][CH:13]=[C:12]([CH2:16]Cl)[C:11]=1[S:18][CH2:19][C:20]1[CH:25]=[CH:24][CH:23]=[CH:22][CH:21]=1.[OH2:26]>CN(C)C=O.CCCCCC.C(OCC)(=O)C>[Cl:9][C:10]1[C:11]([S:18][CH2:19][C:20]2[CH:25]=[CH:24][CH:23]=[CH:22][CH:21]=2)=[C:12]([CH2:16][N:5]2[CH2:6][CH2:7][O:3][C:4]2=[O:26])[CH:13]=[CH:14][CH:15]=1 |f:0.1,6.7|. Procedure: To a Suspension of 0.9 g sodium hydride (hexane washed) in 15 mL of N,N-dimethylformamide, a solution of 3.05 g of 2-oxazolidone in 15 mL of N,N-dimethylformamide was added at room temperature. As a white precipitate formed, the mixture was heated slowly to 80° C. over 30 minutes and kept at 80° C. for another 30 minutes. The mixture was cooled to room temperature, and a solution of 8.5 g of the compound of Example 3 in 20 mL of N,N-dimethylformamide was added in one portion. The resulting solut...